Dataset: the Open Reaction Database (ORD), a public repository of structured organic reaction records. Task: describe an organic reaction: reactants, conditions, products, and yield Reactants: O=C([O-])[O-], CCCCCO, O=[N+]([O-])c1c(Cl)ccc2nc(Cl)sc12, [K+], [K+], C1CN2CCC(CC2)N1. Yields the product O=[N+]([O-])c1c(Cl)ccc2nc(N3CCN4CCC3CC4)sc12. As a reaction SMILES: [C:24](=[O:25])([O-:26])[O-:27].[CH3:30][CH2:31][CH2:32][CH2:33][CH2:34][OH:35].[Cl:1][c:2]1[s:3][c:4]2[c:5]([n:6]1)[cH:7][cH:8][c:9]([Cl:14])[c:10]2[N+:11](=[O:12])[O-:13].[K+:28].[K+:29].[N:15]12[CH2:16][CH2:17][NH:18][CH:19]([CH2:20][CH2:21]1)[CH2:22][CH2:23]2>>[c:2]1([N:18]2[CH2:17][CH2:16][N:15]3[CH2:21][CH2:20][CH:19]2[CH2:22][CH2:23]3)[s:3][c:4]2[c:5]([n:6]1)[cH:7][cH:8][c:9]([Cl:14])[c:10]2[N+:11](=[O:12])[O-:13]. RXN SMILES: [CH3:1][C:2]1[CH:3]=[C:4]([O:9][CH2:10][CH2:11][CH2:12]Cl)[CH:5]=[CH:6][C:7]=1[CH3:8].[OH:14][C:15]1([C:21]2[CH:22]=[N:23][C:24]3[C:29]([CH:30]=2)=[CH:28][CH:27]=[CH:26][CH:25]=3)[CH2:20][CH2:19][NH:18][CH2:17][CH2:16]1>>[CH3:1][C:2]1[CH:3]=[C:4]([CH:5]=[CH:6][C:7]=1[CH3:8])[O:9][CH2:10][CH2:11][CH2:12][N:18]1[CH2:19][CH2:20][C:15]([OH:14])([C:21]2[CH:22]=[N:23][C:24]3[C:29]([CH:30]=2)=[CH:28][CH:27]=[CH:26][CH:25]=3)[CH2:16][CH2:17]1. Reactants: CC=1C=C(C=CC1C)OCCCCl (3-chloropropyl 3,4-dimethylphenyl ether), OC1(CCNCC1)C=1C=NC2=CC=CC=C2C1 (4-hydroxy-4-(quinolin-3-yl)piperidine). The product is CC=1C=C(OCCCN2CCC(CC2)(C=2C=NC3=CC=CC=C3C2)O)C=CC1C (1-(3-(3,4-dimethylphenoxy)prop-1-yl)-4-hydroxy-4-(quinolin-3-yl)piperidine). The yield is 26.5%. Reported procedure: Beginning with 0.218 gm (1.1 mMol) 3-chloropropyl 3,4-dimethylphenyl ether and 0.250 gm (1.1 mMol) 4-hydroxy-4-(quinolin-3-yl)piperidine, 0.114 gm (27%) of the title compound were recovered as a white solid. Reactants: O=C1N(Cc2ccc(OCc3ccccc3)cc2)c2ccccc2C12COc1cc3c(cc12)CCO3, CO, CCOC(C)=O. The product is O=C1N(Cc2ccc(O)cc2)c2ccccc2C12COc1cc3c(cc12)CCO3. Reaction SMILES: [CH2:1]([c:2]1[cH:3][cH:4][cH:5][cH:6][cH:7]1)[O:8][c:9]1[cH:10][cH:11][c:12]([CH2:13][N:14]2[C:15](=[O:34])[C:16]3([c:17]4[c:18]([cH:21][c:22]5[c:26]([cH:27]4)[CH2:25][CH2:24][O:23]5)[O:19][CH2:20]3)[c:28]3[cH:29][cH:30][cH:31][cH:32][c:33]32)[cH:35][cH:36]1.[CH3:37][OH:38].[CH3:39][CH2:40][O:41][C:42](=[O:43])[CH3:44]>>[OH:8][c:9]1[cH:10][cH:11][c:12]([CH2:13][N:14]2[C:15](=[O:34])[C:16]3([c:17]4[c:18]([cH:21][c:22]5[c:26]([cH:27]4)[CH2:25][CH2:24][O:23]5)[O:19][CH2:20]3)[c:28]3[cH:29][cH:30][cH:31][cH:32][c:33]32)[cH:35][cH:36]1. The reactants are C[C@@H](CCC1=CC=CC=C1)N[C@@H]1CC[C@H](CC1)C1=CC2=C(NC(O2)=O)C=C1 (6-{trans-4-[(S)-1-methyl-3-phenylpropylamino]cyclohexyl}-3H-benzoxazol-2-one), C(C)=O (acetaldehyde), Cl (HCl). Product: C(C)N([C@@H]1CC[C@H](CC1)C1=CC2=C(NC(O2)=O)C=C1)[C@H](CCC1=CC=CC=C1)C (6-(trans-4-{ethyl-[(S)-1-methyl-3-phenylpropyl]-amino}cyclohexyl)-3H-benzoxazol-2-one). Isolated yield 52.1%. RXN SMILES: [CH3:1][C@H:2]([NH:11][C@H:12]1[CH2:17][CH2:16][C@H:15]([C:18]2[CH:27]=[CH:26][C:21]3[NH:22][C:23](=[O:25])[O:24][C:20]=3[CH:19]=2)[CH2:14][CH2:13]1)[CH2:3][CH2:4][C:5]1[CH:10]=[CH:9][CH:8]=[CH:7][CH:6]=1.[CH:28](=O)[CH3:29].Cl>>[CH2:28]([N:11]([C@@H:2]([CH3:1])[CH2:3][CH2:4][C:5]1[CH:6]=[CH:7][CH:8]=[CH:9][CH:10]=1)[C@H:12]1[CH2:13][CH2:14][C@H:15]([C:18]2[CH:27]=[CH:26][C:21]3[NH:22][C:23](=[O:25])[O:24][C:20]=3[CH:19]=2)[CH2:16][CH2:17]1)[CH3:29]. Reported procedure: Coupling of 6-{trans-4-[(S)-1-methyl-3-phenylpropylamino]cyclohexyl}-3H-benzoxazol-2-one (196 mg, 0.538 mmol) and acetaldehyde (24 mg, 0.538 mmol) following the procedure described in Example 24, followed by formation of the HCl salt, gave 6-(trans-4-{ethyl-[(S)-1-methyl-3-phenylpropyl]-amino}cyclohexyl)-3H-benzoxazol-2-one (110 mg, 50%), as a pale yellow solid (a mixture of diastereomers): mp 221-246° C.; IR (KBr): 3424, 2929, 1771, 1495 cm−1; 1H NMR (500 MHz, DMSO-d6): δ 11.52 (s, 2H), 9.11 (s... The reactants are C(C)C1=CC(=NC=N1)O (6-ethyl-4-hydroxypyrimidine), ClCCCl (1,2-dichloroethane), P(=O)(Cl)(Cl)Cl (phosphorus oxychloride). Run in O (water). Yields the product ClC1=NC=NC(=C1)CC (4-chloro-6-ethylpyrimidine). Reaction SMILES: [CH2:1]([C:3]1[N:8]=[CH:7][N:6]=[C:5](O)[CH:4]=1)[CH3:2].[Cl:10]CCCl.P(Cl)(Cl)(Cl)=O>O>[Cl:10][C:5]1[CH:4]=[C:3]([CH2:1][CH3:2])[N:8]=[CH:7][N:6]=1. Reported procedure: To 12.4 g (0.1 mole) of 6-ethyl-4-hydroxypyrimidine was added 50 ml of 1,2-dichloroethane, and 18.4 g (0.12 mole) of phosphorus oxychloride was added thereto. The mixture was refluxed by heating for 3 hours. After cooling, water was added to the reaction mixture, and the mixture was extracted with chloroform. The chloroform layer was washed with water and dried over anhydrous sodium sulfate. The solvent was removed under reduced pressure to obtain 10.38 g of 4-chloro-6-ethylpyrimidine as slightl... The reactants are CN(C=O)C (N,N-dimethylformamide), Cl (hydrochloric acid), C(C1=CC=CC=C1)#N (benzonitrile), [N-]=[N+]=[N-].[Na+] (sodium azide). The reagents and catalysts are [Cl-].[Zn+2].[Cl-] (Zinc chloride), [Cl-].[Zn+2].[Cl-] (zinc chloride). Solvent: O (water). Yields the product C1(=CC=CC=C1)C1=NN=NN1 (5-Phenyltetrazole). The yield is 90.1%. As a reaction SMILES: CN(C)C=O.[C:6](#[N:13])[C:7]1[CH:12]=[CH:11][CH:10]=[CH:9][CH:8]=1.[N-:14]=[N+:15]=[N-:16].[Na+].Cl>[Cl-].[Zn+2].[Cl-].O>[C:7]1([C:6]2[NH:16][N:15]=[N:14][N:13]=2)[CH:12]=[CH:11][CH:10]=[CH:9][CH:8]=1 |f:2.3,5.6.7|. Procedure details: Zinc chloride (3.3 g, 24.3 mmol, 0.5 eq) was added to 15 mL of N,N-dimethylformamide in small portions while maintaining the temperature below 60° C. The suspension of zinc chloride was cooled to room temperature and treated with 5.0 g of benzonitrile (48.5 mmol, 1.0 eq) followed by 3.2 g of sodium azide (48.5 mmol, 1.0 eq). The heterogeneous mixture was heated at 115° C. with agitation for 18 hours. The mixture was cooled to room temperature, water (30 mL) was added and the mixture acidified by... Procedure details: Treating the anti hydrazone (0.5 g) obtained in Step C with p-trifluoromethylphenylisocyanate (0.4 ml) in the same manner as in Step C resulted in the isolation of the desired product as a solid (0.8 g). m.p.=205°-207° C. NMR: (10.4 (br, NH), 9.4 (br, 1H), 8.2-7.0 (m, 7H), 5.8 (m, 1H), 1.47 (d, 3H). The reactants are ClC1=CC2=C(/C(/C(O2)C)=N/NC(=O)NC2=CC=C(C=C2)C(F)(F)F)C=C1 ((Z)-2-(6-chloro-2-methyl-3(2H)-benzofuranylidene)-N-[4-(trifluoromethyl)phenyl]hydrazinecarboxamide), FC(C1=CC=C(C=C1)N=C=O)(F)F (p-trifluoromethylphenylisocyanate). Isolated yield 160.0%. Yields the product ClC1=CC2=C(/C(/C(O2)C)=N\NC(=O)NC2=CC=C(C=C2)C(F)(F)F)C=C1 ((E)-2-(6-chloro-2-methyl-3(2H)-benzofuranylidene)-N-[4-(trifluoromethyl)phenyl)hydrazinecarboxamide). RXN SMILES: [Cl:1][C:2]1[CH:26]=[CH:25][C:5]2/[C:6](=[N:10]/[NH:11][C:12]([NH:14][C:15]3[CH:20]=[CH:19][C:18]([C:21]([F:24])([F:23])[F:22])=[CH:17][CH:16]=3)=[O:13])/[CH:7]([CH3:9])[O:8][C:4]=2[CH:3]=1.FC(F)(F)C1C=CC(N=C=O)=CC=1>>[Cl:1][C:2]1[CH:26]=[CH:25][C:5]2/[C:6](=[N:10]\[NH:11][C:12]([NH:14][C:15]3[CH:16]=[CH:17][C:18]([C:21]([F:23])([F:22])[F:24])=[CH:19][CH:20]=3)=[O:13])/[CH:7]([CH3:9])[O:8][C:4]=2[CH:3]=1. The solvent is C(Cl)(Cl)(Cl)Cl (carbon tetrachloride). Procedure: A mixture of the product of Step 1 (0.371 g, 2.0 mmol), N-bromosuccinimide (0.396 g, 2.2 mmol), and benzoyl peroxide in 10 mL of carbon tetrachloride was refluxed under a sun lamp for 1 hr. After cooling to room temperature, the solvent was removed and the title bromide was purified by flash chromatography on silica (eluted with 5% EtOAc in hexane) to yield 0.284 g (46%). Product: BrCC1=CC=C2C(=N1)C=C(S2)Cl (5-(Bromomethyl)-2-chlorothieno[3,2-b]pyridine). Reactants: ClC1=CC2=NC(=CC=C2S1)C (2-Chloro-5-methylthieno[3,2-b]pyridine), BrN1C(CCC1=O)=O (N-bromosuccinimide), C(C1=CC=CC=C1)(=O)OOC(C1=CC=CC=C1)=O (benzoyl peroxide). As a reaction SMILES: [Cl:1][C:2]1[S:10][C:9]2[C:4](=[N:5][C:6]([CH3:11])=[CH:7][CH:8]=2)[CH:3]=1.[Br:12]N1C(=O)CCC1=O.C(OOC(=O)C1C=CC=CC=1)(=O)C1C=CC=CC=1>C(Cl)(Cl)(Cl)Cl>[Br:12][CH2:11][C:6]1[N:5]=[C:4]2[CH:3]=[C:2]([Cl:1])[S:10][C:9]2=[CH:8][CH:7]=1. Reactants: CN (methylamine), O (water), CC1=CC=CC=2C(OC(NC21)=O)=O (8-methyl-2H-3,1-benzoxazine-2,4(1H)-dione), C(C)(=O)O (acetic acid), CN (methylamine). Run in C(C)(=O)OCC (ethyl acetate). Reaction conditions: temperature 35 celsius, time 2.5 hour. The product is NC1=C(C(=O)NC)C=CC=C1C (2-amino-N,3-dimethylbenzamide). Reaction SMILES: [CH3:1][C:2]1[C:11]2[NH:10]C(=O)[O:8][C:7](=O)[C:6]=2[CH:5]=[CH:4][CH:3]=1.C(O)(=O)C.[CH3:18][NH2:19].O>C(OCC)(=O)C>[NH2:10][C:11]1[C:2]([CH3:1])=[CH:3][CH:4]=[CH:5][C:6]=1[C:7]([NH:19][CH3:18])=[O:8]. Procedure details: A mixture of 8-methyl-2H-3,1-benzoxazine-2,4(1H)-dione (PCT Patent Publication WO 00/27831) (18 g, 0.1 mol) and acetic acid (1.2 g, 0.02 mol) in ethyl acetate (200 mL) was warmed to 35° C., and aqueous methylamine (40%, 9.0 g, 0.12 mol) was added dropwise over 50 minutes at 35-37° C. Then more aqueous methylamine (40%, 0.9 g, 12 mmol) was added, and the mixture was stirred an additional 2.5 h at 36° C. Then water (20 mL) was added, the layers were separated, and the organic layer was washed with... Reactants: N(=O)[O-].[Na+] (sodium nitrite), [Cl-].[Cl-].[Cl-].[Al+3] (aluminium trichloride), CN(C=O)C (N,N-dimethylformamide), ice water, [N-]=[N+]=[N-].[Na+] (sodium azide), FC(OC1=C(C(=CC=C1)N=C=O)C)F (1-difluoromethoxy-3-isocyanato-2-methylbenzene), Cl (hydrochloric acid). Run in O (water). Reaction conditions: time 1 hour. Product: CC1=C(C=CC=C1OC(F)F)N1N=NN(C1=O)C (1-(2-methyl-3-difluoromethoxyphenyl)-4-methyl-1,4-dihydrotetrazole-5-one). Reaction SMILES: [Cl-].[Cl-].[Cl-].[Al+3].[N-:5]=[N+:6]=[N-:7].[Na+].[F:9][CH:10]([F:22])[O:11][C:12]1[CH:17]=[CH:16][CH:15]=[C:14](N=C=O)[C:13]=1[CH3:21].N([O-])=O.[Na+].Cl.[CH3:28][N:29](C)[CH:30]=[O:31]>O>[CH3:21][C:13]1[C:12]([O:11][CH:10]([F:9])[F:22])=[CH:17][CH:16]=[CH:15][C:14]=1[N:5]1[C:30](=[O:31])[N:29]([CH3:28])[N:7]=[N:6]1 |f:0.1.2.3,4.5,7.8|. Reported procedure: Under ice-cooling, to a mixture of N,N-dimethylformamide 200 ml and aluminium trichloride 5.91 g was added sodium azide 2.64 g, and the resulting mixture was stirred for one hour. Thereto was then added 1-difluoromethoxy-3-isocyanato-2-methylbenzene 7.36 g and the reaction mixture was heated to 75° C. and was stirred for nine hours. The reaction mixture was cooled and under ice-cooling to the reaction mixture was added ice water 50 ml, followed by an addition of a mixture of sodium nitrite 4.1 g...